This data is from the Open Reaction Database (ORD), a public repository of structured organic reaction records. The task is: describe an organic reaction: reactants, conditions, products, and yield Reactants: [Si](C)(C)(C(C)(C)C)O[C@@H](CNCCCC#CC1=CC=C(C=C1)NC(=O)C=1C=C(C=CC1)S(=O)(=O)C=1C=C2C(=C(C=NC2=C(C1)C)C(=O)N)NC1=CC(=CC=C1)OC)C1=C2C=CC(NC2=C(C=C1)O)=O ((R)-6-[[3-[[4-[5-[[2-[(tert-Butyldimethylsilyl)oxy]-2-(8-hydroxy-2-oxo-1,2-dihydroquinolin-5-yl)ethyl]amino]pent-1-ynyl]phenyl]carbamoyl]phenyl]-sulfonyl]-4-[(3-methoxyphenyl)amino]-8-methylquinoline-3-carboxamide), NC[C@H](O[Si](C)(C)C(C)(C)C)C1=CC(=CC2=C1OCC(N2)=O)O ((R)-8-(2-amino-1-((tert-butyldimethylsilyl)oxy)ethyl)-6-hydroxy-2H-benzo[b][1,4]oxazin-3(4H)-one), C52H57N6O9SSi. Yields the product [Si](C)(C)(C(C)(C)C)O[C@@H](CNCCCC#CC1=CC=C(C=C1)NC(=O)C=1C=C(C=CC1)S(=O)(=O)C=1C=C2C(=C(C=NC2=C(C1)C)C(=O)N)NC1=CC(=CC=C1)OC)C1=CC(=CC2=C1OCC(N2)=O)O ((R)-6-((3-((4-(5-((2-((tert-butyldimethylsilyl)oxy)-2-(6-hydroxy-3-oxo-3,4-dihydro-2H-benzo[b][1,4]oxazin-8-yl)ethyl)amino)pent-1-yn-1-yl)phenyl)carbamoyl)phenyl)sulfonyl)-4-((3-methoxyphenyl)amino)-8-methylquinoline-3-carboxamide). As a reaction SMILES: [Si:1]([O:8][C@H:9](C1C=CC(O)=C2C=1C=CC(=O)N2)[CH2:10][NH:11][CH2:12][CH2:13][CH2:14][C:15]#[C:16][C:17]1[CH:22]=[CH:21][C:20]([NH:23][C:24]([C:26]2[CH:27]=[C:28]([S:32]([C:35]3[CH:36]=[C:37]4[C:42](=[C:43]([CH3:45])[CH:44]=3)[N:41]=[CH:40][C:39]([C:46]([NH2:48])=[O:47])=[C:38]4[NH:49][C:50]3[CH:55]=[CH:54][CH:53]=[C:52]([O:56][CH3:57])[CH:51]=3)(=[O:34])=[O:33])[CH:29]=[CH:30][CH:31]=2)=[O:25])=[CH:19][CH:18]=1)([C:4]([CH3:7])([CH3:6])[CH3:5])([CH3:3])[CH3:2].NC[C@@H]([C:81]1[C:86]2[O:87][CH2:88][C:89](=[O:91])[NH:90][C:85]=2[CH:84]=[C:83]([OH:92])[CH:82]=1)O[Si](C(C)(C)C)(C)C>>[Si:1]([O:8][C@H:9]([C:81]1[C:86]2[O:87][CH2:88][C:89](=[O:91])[NH:90][C:85]=2[CH:84]=[C:83]([OH:92])[CH:82]=1)[CH2:10][NH:11][CH2:12][CH2:13][CH2:14][C:15]#[C:16][C:17]1[CH:18]=[CH:19][C:20]([NH:23][C:24]([C:26]2[CH:27]=[C:28]([S:32]([C:35]3[CH:36]=[C:37]4[C:42](=[C:43]([CH3:45])[CH:44]=3)[N:41]=[CH:40][C:39]([C:46]([NH2:48])=[O:47])=[C:38]4[NH:49][C:50]3[CH:55]=[CH:54][CH:53]=[C:52]([O:56][CH3:57])[CH:51]=3)(=[O:34])=[O:33])[CH:29]=[CH:30][CH:31]=2)=[O:25])=[CH:21][CH:22]=1)([C:4]([CH3:5])([CH3:7])[CH3:6])([CH3:3])[CH3:2]. Reported procedure: The title compound was synthesized in a manner analogous to that described for Intermediate 153, using (R)-8-(2-amino-1-((tert-butyldimethylsilyl)oxy)ethyl)-6-hydroxy-2H-benzo[b][1,4]oxazin-3(4H)-one in place of Intermediate 2. ES/MS calcd. for C52H57N6O9SSi+ 969.4. Found m/z=969.5 (M+H)+. The reactants are COC(\C=C\C=1C=CC2=C(C(NC3(CN(CCC3)CC3=CC=CC=C3)O2)=O)C1)=O ((±)-(E)-3-{1′-benzyl-3,4-dihydro-4-oxo-spiro[2H-(1,3)-benzoxazine-2,3′-piperidin]-6-yl}-acrylic acid methyl ester), [OH-].[Na+] (NaOH). Solvent: O (water), O1CCOCC1 (dioxane). The product is C(C1=CC=CC=C1)N1CC2(CCC1)OC1=C(C(N2)=O)C=C(C=C1)/C=C/C(=O)O ((±)-(E)-3-{1′-benzyl-3,4-dihydro-4-oxo-spiro[2H-(1,3)-benzoxazine-2,3′-piperidin]-6-yl}-acrylic acid). Isolated yield 104.0%. Reaction SMILES: C[O:2][C:3](=[O:29])/[CH:4]=[CH:5]/[C:6]1[CH:7]=[CH:8][C:9]2[O:26][C:13]3([CH2:18][CH2:17][CH2:16][N:15]([CH2:19][C:20]4[CH:25]=[CH:24][CH:23]=[CH:22][CH:21]=4)[CH2:14]3)[NH:12][C:11](=[O:27])[C:10]=2[CH:28]=1.[OH-].[Na+]>O.O1CCOCC1>[CH2:19]([N:15]1[CH2:16][CH2:17][CH2:18][C:13]2([NH:12][C:11](=[O:27])[C:10]3[CH:28]=[C:6](/[CH:5]=[CH:4]/[C:3]([OH:29])=[O:2])[CH:7]=[CH:8][C:9]=3[O:26]2)[CH2:14]1)[C:20]1[CH:25]=[CH:24][CH:23]=[CH:22][CH:21]=1 |f:1.2|. Procedure: A solution of (±)-(E)-3-{1′-benzyl-3,4-dihydro-4-oxo-spiro[2H-(1,3)-benzoxazine-2,3′-piperidin]-6-yl}-acrylic acid methyl ester (240 mg, 0.61 mmol) in water (5 ml) and dioxane (10 ml) was treated with 1 M NaOH (0.80 ml) as described in Example 30, Step A, to give (±)-(E)-3-{1′-benzyl-3,4-dihydro-4-oxo-spiro[2H-(1,3)-benzoxazine-2,3′-piperidin]-6-yl}-acrylic acid (hydrochloride salt, 240 mg) as a brown oil. Reactants: CC(C)(C)OC(=O)N1CCNCC1, CCN(C(C)C)C(C)C, CCOC(C)=O, CS(C)=O, O=[N+]([O-])c1c(F)cccc1F. Product: CC(C)(C)OC(=O)N1CCN(c2cccc(F)c2[N+](=O)[O-])CC1. RXN SMILES: [C:21]([CH3:22])([CH3:23])([CH3:24])[O:25][C:26](=[O:27])[N:28]1[CH2:29][CH2:30][NH:31][CH2:32][CH2:33]1.[CH2:12]([N:13]([CH:14]([CH3:15])[CH3:16])[CH:17]([CH3:18])[CH3:19])[CH3:20].[CH3:34][CH2:35][O:36][C:37](=[O:38])[CH3:39].[CH3:40][S:41]([CH3:42])=[O:43].[F:1][c:2]1[c:3]([N+:9](=[O:10])[O-:11])[c:4]([F:8])[cH:5][cH:6][cH:7]1>>[c:2]1([N:31]2[CH2:30][CH2:29][N:28]([C:26]([O:25][C:21]([CH3:22])([CH3:23])[CH3:24])=[O:27])[CH2:33][CH2:32]2)[c:3]([N+:9](=[O:10])[O-:11])[c:4]([F:8])[cH:5][cH:6][cH:7]1.